The task is: describe an organic reaction: reactants, conditions, products, and yield. This data is from the Open Reaction Database (ORD), a public repository of structured organic reaction records. Reactants: CC1=CC=C(C=C1)S(=O)(=O)OC[C@H]1COC2=CC=C3C(=C2O1)N=C(N3)C(F)(F)F ([(8R)-2-trifluoromethyl-7,8-dihydro-3H-6,9-dioxa-1,3-diaza-cyclopenta[a]naphthalen-8-yl]methyl 4-methylbenzenesulfonate), C1(=CC=CC=C1)CCCCN (4-phenylbutylamine). Run in CS(=O)C (DMSO), C(C)(=O)OCC (ethyl acetate). Run at temperature 85 celsius. Yields the product C1(=CC=CC=C1)CCCCNCC1COC2=CC=C3C(=C2O1)N=C(N3)C(F)(F)F ((4-Phenyl-butyl)-(2-trifluoromethyl-7,8-dihydro-3H-6,9-dioxa-1,3-diaza-cyclopenta[a]naphthalen-8-ylmethyl)-amine). Isolated yield 49.3%. RXN SMILES: CC1C=CC(S(O[CH2:12][C@@H:13]2[O:22][C:21]3[C:16](=[CH:17][CH:18]=[C:19]4[NH:25][C:24]([C:26]([F:29])([F:28])[F:27])=[N:23][C:20]4=3)[O:15][CH2:14]2)(=O)=O)=CC=1.[C:30]1([CH2:36][CH2:37][CH2:38][CH2:39][NH2:40])[CH:35]=[CH:34][CH:33]=[CH:32][CH:31]=1>CS(C)=O.C(OCC)(=O)C>[C:30]1([CH2:36][CH2:37][CH2:38][CH2:39][NH:40][CH2:12][CH:13]2[O:22][C:21]3[C:16](=[CH:17][CH:18]=[C:19]4[NH:25][C:24]([C:26]([F:28])([F:29])[F:27])=[N:23][C:20]4=3)[O:15][CH2:14]2)[CH:35]=[CH:34][CH:33]=[CH:32][CH:31]=1. Reported procedure: A mixture of 0.50 g (1.2 mmole) of [(8R)-2-trifluoromethyl-7,8-dihydro-3H-6,9-dioxa-1,3-diaza-cyclopenta[a]naphthalen-8-yl]methyl 4-methylbenzenesulfonate and 0.75 g (5.0 mmole) of 4-phenylbutylamine in 25.0 mL of DMSO was heated at 80-90° C. under nitrogen for 4 hours. The reaction was allowed to come to room temperature, diluted to 500 mL with ethyl acetate, washed with 500 mL portions of saturated aqueous sodium bicarbonate and water, dried over sodium sulfate, filtered and evaporated in vacu... The reactants are NC1=NC(C(N1C)=O)(C1=CC=C(C=C1)OC(F)(F)F)C1=CC(=CC=C1)C=1C(=NC=CC1)F (2-amino-5-[3-(2-fluoropyridin-3-yl)phenyl]-3-methyl-5-[4-(trifluoromethoxy)phenyl]-3,5-dihydro-4H-imidazol-4-one). Run in CO (MeOH). Product: NC1=N[C@](C(N1C)=O)(C1=CC=C(C=C1)OC(F)(F)F)C1=CC(=CC=C1)C=1C(=NC=CC1)F ((5R)-2-Amino-5-[3-(2-fluoropyridin-3-yl)phenyl]-3-methyl-5-[4-(trifluoromethoxy)phenyl]-3,5-dihydro-4H-imidazol-4-one). RXN SMILES: [NH2:1][C:2]1[N:6]([CH3:7])[C:5](=[O:8])[C:4]([C:20]2[CH:25]=[CH:24][CH:23]=[C:22]([C:26]3[C:27]([F:32])=[N:28][CH:29]=[CH:30][CH:31]=3)[CH:21]=2)([C:9]2[CH:14]=[CH:13][C:12]([O:15][C:16]([F:19])([F:18])[F:17])=[CH:11][CH:10]=2)[N:3]=1>CO>[NH2:1][C:2]1[N:6]([CH3:7])[C:5](=[O:8])[C@:4]([C:20]2[CH:25]=[CH:24][CH:23]=[C:22]([C:26]3[C:27]([F:32])=[N:28][CH:29]=[CH:30][CH:31]=3)[CH:21]=2)([C:9]2[CH:14]=[CH:13][C:12]([O:15][C:16]([F:18])([F:17])[F:19])=[CH:11][CH:10]=2)[N:3]=1. Procedure: A racemic mixture of 2-amino-5-[3-(2-fluoropyridin-3-yl)phenyl]-3-methyl-5-[4-(trifluoromethoxy)phenyl]-3,5-dihydro-4H-imidazol-4-one was separated by chiral HPLC using Chiralcel AD, 2×25 cm (column) with mobile phase 9% EtOH in hexanes (0.1% diethylamine) to give the title R-isomer: [α]25=−13.4 (1% in MeOH); 1H NMR (DMSOd6 300 MHz) δ 2.95 (s, 3H), 6.65 (brs, 2H), 7.28 (d, 2H), 7.4-7.45 (m, 3H), 7.5 (m, 1H), 7.55 (d, 2H), 7.65 (d, 1H), 7.95-8.0 (m, 1H), 8.2 (m, 1H); MS m/e (M+H)+ 445. Reactants: COC(=O)n1ncc2c(NC(=O)NC3CCOc4ccccc43)cccc21, COC(=O)n1ncc2c(NC(=O)NC3CCOc4cc(C(C)(C)C)ccc43)cccc21, O. The product is O=C(Nc1cccc2[nH]ncc12)NC1CCOc2ccccc21. Reaction SMILES: [CH3:1][O:2][C:3](=[O:4])[n:5]1[n:6][cH:7][c:8]2[c:9]([NH:14][C:15](=[O:16])[NH:17][CH:18]3[CH2:19][CH2:20][O:21][c:22]4[cH:23][cH:24][cH:25][cH:26][c:27]43)[cH:10][cH:11][cH:12][c:13]12.[CH3:28][O:29][C:30]([n:31]1[c:32]2[c:33]([c:34]([NH:35][C:36]([NH:37][CH:38]3[c:39]4[c:40]([cH:41][c:42]([C:43]([CH3:44])([CH3:45])[CH3:46])[cH:47][cH:48]4)[O:49][CH2:50][CH2:51]3)=[O:52])[cH:53][cH:54][cH:55]2)[cH:56][n:57]1)=[O:58].[OH2:59]>>[nH:5]1[n:6][cH:7][c:8]2[c:9]([NH:14][C:15](=[O:16])[NH:17][CH:18]3[CH2:19][CH2:20][O:21][c:22]4[cH:23][cH:24][cH:25][cH:26][c:27]43)[cH:10][cH:11][cH:12][c:13]12. Reactants: Cl.C(C1=CC=CC=C1)N(CC1=CC=CC=C1)CCCCSC(N)=N (S-[(N,N-dibenzyl)aminobutyl]isothiourea, hydrochloride). The solvent is [OH-].[Na+] (sodium hydroxide). Product: C(C1=CC=CC=C1)NCC1=CC=CC=C1 (dibenzylamine). As a reaction SMILES: Cl.[CH2:2]([N:9](CCCCSC(=N)N)[CH2:10][C:11]1[CH:16]=[CH:15][CH:14]=[CH:13][CH:12]=1)[C:3]1[CH:8]=[CH:7][CH:6]=[CH:5][CH:4]=1>[OH-].[Na+]>[CH2:10]([NH:9][CH2:2][C:3]1[CH:8]=[CH:7][CH:6]=[CH:5][CH:4]=1)[C:11]1[CH:16]=[CH:15][CH:14]=[CH:13][CH:12]=1 |f:0.1,2.3|. Procedure details: S-[(N,N-dibenzyl)aminobutyl]isothiourea, hydrochloride (prepared according to Example 15) was hydrolysed in aqueous ethanolic sodium hydroxide. The solvents were evaporated and the residue taken up in water and extracted 3 times with methylene dichloride. The extracts were dried (MgSO4), filtered and evaporated to give N-(3-mercaptopropy])dibenzylamine. Starting materials: CN=C=O, CCOC(C)=O, CC(C)OC(C)C, Nc1ccc(Cl)c(Cl)c1. Product: CNC(=O)Nc1ccc(Cl)c(Cl)c1. Reaction SMILES: [CH3:10][N:11]=[C:12]=[O:13].[CH3:14][CH2:15][O:16][C:17](=[O:18])[CH3:19].[CH:20]([O:21][CH:22]([CH3:23])[CH3:24])([CH3:25])[CH3:26].[NH2:1][c:2]1[cH:3][cH:4][c:5]([Cl:6])[c:7]([Cl:8])[cH:9]1>>[NH:1]([c:2]1[cH:3][cH:4][c:5]([Cl:6])[c:7]([Cl:8])[cH:9]1)[C:12]([NH:11][CH3:10])=[O:13].